This data is from the Open Reaction Database (ORD), a public repository of structured organic reaction records. The task is: describe an organic reaction: reactants, conditions, products, and yield Starting materials: CC(=O)[O-], CC(=O)[O-], CC(C)(C)[O-], Cc1ccccc1, CC(C)(C)OC(=O)N1CCC(CNc2cc(Cl)ncn2)CC1, CC(C)(C)[Si](C)(C)OCC#Cc1cnc(N)cn1, [Na+], CN(C)C=O, [Pd+2], c1ccc(P(c2ccccc2)c2ccc3ccccc3c2-c2c(P(c3ccccc3)c3ccccc3)ccc3ccccc23)cc1. Yields the product CC(C)(C)OC(=O)N1CCC(CNc2cc(Nc3cnc(C#CCO[Si](C)(C)C(C)(C)C)cn3)ncn2)CC1. Reaction SMILES: [C:100]([O-:101])(=[O:102])[CH3:103].[C:105]([O-:106])(=[O:107])[CH3:108].[CH3:87][C:88]([CH3:89])([O-:90])[CH3:91].[CH3:93][c:94]1[cH:95][cH:96][cH:97][cH:98][cH:99]1.[Cl:65][c:66]1[cH:67][c:68]([NH:72][CH2:73][CH:74]2[CH2:75][CH2:76][N:77]([C:80](=[O:81])[O:82][C:83]([CH3:84])([CH3:85])[CH3:86])[CH2:78][CH2:79]2)[n:69][cH:70][n:71]1.[NH2:47][c:48]1[n:49][cH:50][c:51]([C:54]#[C:55][CH2:56][O:57][Si:58]([CH3:59])([CH3:60])[C:61]([CH3:62])([CH3:63])[CH3:64])[n:52][cH:53]1.[Na+:92].[O:109]=[CH:110][N:111]([CH3:112])[CH3:113].[Pd+2:104].[c:1]1([P:2]([c:3]2[cH:4][cH:5][cH:6][cH:7][cH:8]2)[c:9]2[cH:10][cH:11][c:12]3[c:13]([cH:14][cH:15][cH:16][cH:17]3)[c:18]2-[c:19]2[c:20]3[c:21]([cH:22][cH:23][cH:24][cH:25]3)[cH:26][cH:27][c:28]2[P:29]([c:30]2[cH:31][cH:32][cH:33][cH:34][cH:35]2)[c:36]2[cH:37][cH:38][cH:39][cH:40][cH:41]2)[cH:42][cH:43][cH:44][cH:45][cH:46]1>>[NH:47]([c:48]1[n:49][cH:50][c:51]([C:54]#[C:55][CH2:56][O:57][Si:58]([CH3:59])([CH3:60])[C:61]([CH3:62])([CH3:63])[CH3:64])[n:52][cH:53]1)[c:66]1[cH:67][c:68]([NH:72][CH2:73][CH:74]2[CH2:75][CH2:76][N:77]([C:80](=[O:81])[O:82][C:83]([CH3:84])([CH3:85])[CH3:86])[CH2:78][CH2:79]2)[n:69][cH:70][n:71]1. The reactants are FC1=C(C(=O)N2CCN(CCC2)C(=O)OC(C)(C)C)C=C(C=C1)CC1=NNC(C2=CC=CC=C12)=O (tert-butyl 4-(2-fluoro-5-((4-oxo-3,4-dihydrophthalazin-1-yl)methyl)benzoyl)-1,4-diazepane-1-carboxylate), C(=O)(C(F)(F)F)O (TFA). Run in C(Cl)Cl (DCM). Conditions: time 14 hour. Yields the product OC(=O)C(F)(F)F.N1(CCNCCC1)C(=O)C=1C=C(CC2=NNC(C3=CC=CC=C23)=O)C=CC1F (4-(3-(1,4-diazepane-1-carbonyl)-4-fluorobenzyl)phthalazin-1(2H)-one TFA salt). As a reaction SMILES: [F:1][C:2]1[CH:23]=[CH:22][C:21]([CH2:24][C:25]2[C:34]3[C:29](=[CH:30][CH:31]=[CH:32][CH:33]=3)[C:28](=[O:35])[NH:27][N:26]=2)=[CH:20][C:3]=1[C:4]([N:6]1[CH2:12][CH2:11][CH2:10][N:9](C(OC(C)(C)C)=O)[CH2:8][CH2:7]1)=[O:5].[C:36]([OH:42])([C:38]([F:41])([F:40])[F:39])=[O:37]>C(Cl)Cl>[OH:42][C:36]([C:38]([F:41])([F:40])[F:39])=[O:37].[N:6]1([C:4]([C:3]2[CH:20]=[C:21]([CH:22]=[CH:23][C:2]=2[F:1])[CH2:24][C:25]2[C:34]3[C:29](=[CH:30][CH:31]=[CH:32][CH:33]=3)[C:28](=[O:35])[NH:27][N:26]=2)=[O:5])[CH2:12][CH2:11][CH2:10][NH:9][CH2:8][CH2:7]1 |f:3.4|. Procedure: To the solution of the crude tert-butyl 4-(2-fluoro-5-((4-oxo-3,4-dihydrophthalazin-1-yl)methyl)benzoyl)-1,4-diazepane-1-carboxylate (370 mg crude obtained from previous step) in DCM (20 ml) was added TFA (1 ml) and stirred for 14 h at room temperature. The reaction mixture was concentrated under vacuo to yield the crude product as yellow oil (300 mg), used in next step without further purification. Reactants: O (water), [H-].[Na+] (sodium hydride), BrCC1=CC(=CC=C1)Cl (1-bromomethyl-3-chlorobenzene), FC(C(C)(O)C)(F)F (1,1,1-trifluoro-2-methylpropan-2-ol). Run in CN(C=O)C (N,N-dimethylformamide). Reaction conditions: time 3 hour. Product: ClC1=CC(=CC=C1)COC(C(F)(F)F)(C)C (1-Chloro-3-(2,2,2-trifluoro-1,1-dimethylethoxymethyl)benzene). As a reaction SMILES: [H-].[Na+].[F:3][C:4]([F:10])([F:9])[C:5]([CH3:8])([OH:7])[CH3:6].Br[CH2:12][C:13]1[CH:18]=[CH:17][CH:16]=[C:15]([Cl:19])[CH:14]=1.O>CN(C)C=O>[Cl:19][C:15]1[CH:16]=[CH:17][CH:18]=[C:13]([CH2:12][O:7][C:5]([CH3:8])([CH3:6])[C:4]([F:10])([F:9])[F:3])[CH:14]=1 |f:0.1|. Procedure details: To a suspension cooled to 0° C. of sodium hydride (126 mg, 60 wt. % oil dispersion) in N,N-dimethylformamide (5 ml) was added dropwise, 1,1,1-trifluoro-2-methylpropan-2-ol (320 μL) under argon atmosphere, and the mixture was stirred for 15 minutes. To this reaction mixture was added dropwise 1-bromomethyl-3-chlorobenzene (320 μL), and the mixture was stirred for 3 hours. To this reaction mixture was added water, and the mixture was extracted with ethyl acetate. This organic layer was washed with... Reactants: C(C)OC(CN(S(=O)(=O)C1=C(C=CC=C1)C(F)(F)F)CC1=CC=CC=C1)=O ([benzyl-(2-trifluoromethyl-benzenesulfonyl)-amino]-acetic acid ethyl ester), O.NN (hydrazine monohydrate). Solvent: C(C)O (ethanol). Conditions: temperature 50 celsius, time 22 hour. The product is C(C1=CC=CC=C1)N(S(=O)(=O)C1=C(C=CC=C1)C(F)(F)F)CC(=O)NN (N-benzyl-N-hydrazinocarbonylmethyl-2-trifluoromethyl-benzenesulfonamide). Yield: 93.3%. Reaction SMILES: C([O:3][C:4](=O)[CH2:5][N:6]([CH2:20][C:21]1[CH:26]=[CH:25][CH:24]=[CH:23][CH:22]=1)[S:7]([C:10]1[CH:15]=[CH:14][CH:13]=[CH:12][C:11]=1[C:16]([F:19])([F:18])[F:17])(=[O:9])=[O:8])C.O.[NH2:29][NH2:30]>C(O)C>[CH2:20]([N:6]([CH2:5][C:4]([NH:29][NH2:30])=[O:3])[S:7]([C:10]1[CH:15]=[CH:14][CH:13]=[CH:12][C:11]=1[C:16]([F:19])([F:18])[F:17])(=[O:9])=[O:8])[C:21]1[CH:26]=[CH:25][CH:24]=[CH:23][CH:22]=1 |f:1.2|. Reported procedure: To a stirred solution of [benzyl-(2-trifluoromethyl-benzenesulfonyl)-amino]-acetic acid ethyl ester (2.52 g) in ethanol (15 mL) was added hydrazine monohydrate (1.60 g). The mixture was stirred for 5 h at r.t. and for 22 h at 50° C. The mixture was concentrated under reduced pressure. The residue was taken up in ethyl acetate and washed with water. The organic phase was dried (MgSO4), filtered and concentrated under reduced pressure to give N-benzyl-N-hydrazinocarbonylmethyl-2-trifluoromethyl-be... Starting materials: NC1=C(C=NN1C(C)(C)C)C(=O)OCC (ethyl 5-amino-1-t-butyl-1H-pyrazole-4-carboxylate), COC1OC(CC1)OC (2,5-dimethoxytetrahydrofuran). Run in C(C)(=O)O (acetic acid). Product: N1(C=CC=C1)C1=C(C=NN1C(C)(C)C)C(=O)OCC (ethyl 5-(1H-pyrrol-1-yl)-1-t-butyl-1H-pyrazole-4-carboxylate). Yield: 85.6%. Reaction SMILES: [NH2:1][C:2]1[N:6]([C:7]([CH3:10])([CH3:9])[CH3:8])[N:5]=[CH:4][C:3]=1[C:11]([O:13][CH2:14][CH3:15])=[O:12].CO[CH:18]1[CH2:22][CH2:21][CH:20](OC)O1>C(O)(=O)C>[N:1]1([C:2]2[N:6]([C:7]([CH3:8])([CH3:9])[CH3:10])[N:5]=[CH:4][C:3]=2[C:11]([O:13][CH2:14][CH3:15])=[O:12])[CH:18]=[CH:22][CH:21]=[CH:20]1. Procedure details: 8.45 g of ethyl 5-amino-1-t-butyl-1H-pyrazole-4-carboxylate was dissolved in 60 ml of acetic acid, and 7.93 g of 2,5-dimethoxytetrahydrofuran was then added. The mixture was heated to reflux for 2 hours. The reaction mixture was concentrated under reduced pressure. After water was added, the residue was extracted with ethyl acetate. The organic layer was washed with water, dried over anhydrous magnesium sulfate, filtered and then concentrated under reduced pressure. The residue was subjected to ... The reactants are CC[Si](CC)(CC)OC1CC2=CC=C3C4CCC(C(C)CCCC(C)(C)O[Si](CC)(CC)CC)C4(C)CCC3C2(C)C(O[Si](CC)(CC)CC)C1OCCOC(C)=O, C1CCOC1, CO, CC(=O)O, [K+], [OH-], O. Yields the product CC[Si](CC)(CC)OC1CC2=CC=C3C4CCC(C(C)CCCC(C)(C)O[Si](CC)(CC)CC)C4(C)CCC3C2(C)C(O[Si](CC)(CC)CC)C1OCCO. RXN SMILES: [C:6](=[O:7])([CH3:8])[O:9][CH2:10][CH2:11][O:12][CH:13]1[CH:14]([O:56][Si:57]([CH2:58][CH3:59])([CH2:60][CH3:61])[CH2:62][CH3:63])[CH2:15][C:16]2=[CH:17][CH:18]=[C:19]3[CH:20]4[CH2:21][CH2:22][CH:23]([CH:24]([CH2:25][CH2:26][CH2:27][C:28]([CH3:29])([CH3:30])[O:31][Si:32]([CH2:33][CH3:34])([CH2:35][CH3:36])[CH2:37][CH3:38])[CH3:39])[C:40]4([CH3:55])[CH2:41][CH2:42][CH:43]3[C:44]2([CH3:54])[CH:45]1[O:46][Si:47]([CH2:48][CH3:49])([CH2:50][CH3:51])[CH2:52][CH3:53].[CH2:1]1[O:2][CH2:3][CH2:4][CH2:5]1.[CH3:64][OH:65].[CH3:69][C:70](=[O:71])[OH:72].[K+:67].[OH-:66].[OH2:68]>>[OH:9][CH2:10][CH2:11][O:12][CH:13]1[CH:14]([O:56][Si:57]([CH2:58][CH3:59])([CH2:60][CH3:61])[CH2:62][CH3:63])[CH2:15][C:16]2=[CH:17][CH:18]=[C:19]3[CH:20]4[CH2:21][CH2:22][CH:23]([CH:24]([CH2:25][CH2:26][CH2:27][C:28]([CH3:29])([CH3:30])[O:31][Si:32]([CH2:33][CH3:34])([CH2:35][CH3:36])[CH2:37][CH3:38])[CH3:39])[C:40]4([CH3:55])[CH2:41][CH2:42][CH:43]3[C:44]2([CH3:54])[CH:45]1[O:46][Si:47]([CH2:48][CH3:49])([CH2:50][CH3:51])[CH2:52][CH3:53]. RXN SMILES: [CH2:28]([I:29])[CH3:30].[CH3:31][I:32].[I:15][c:16]1[cH:17][c:18]2[c:19]([cH:20][cH:21]1)[n:22]([CH3:23])[c:24](=[O:25])[cH:26][cH:27]2.[I:1][c:2]1[cH:3][c:4]2[cH:5][cH:6][c:7](=[O:14])[n:8]([CH2:12][CH3:13])[c:9]2[cH:10][cH:11]1>>[cH:2]1[cH:3][c:4]2[cH:5][cH:6][c:7](=[O:14])[n:8]([CH2:12][CH3:13])[c:9]2[cH:10][cH:11]1. Starting materials: CCI, CI, Cn1c(=O)ccc2cc(I)ccc21, CCn1c(=O)ccc2cc(I)ccc21. The product is CCn1c(=O)ccc2ccccc21. Starting materials: C(#N)[C@@]1(C(N(CC1)C1=NC(=NC=C1)NC=1C=C(C=CC1)N(S(=O)(=O)C)S(=O)(=O)C)=O)CC (N-(3-((4-((3R)-3-cyano-3-ethyl-2-oxopyrrolidin-1-yl)pyrimidin-2-yl)amino)phenyl)-N-(methylsulfonyl)methanesulfonamide), [OH-].[Li+] (lithium hydroxide), [Cl-].[NH4+] (ammonium chloride). The solvent is O1CCCC1 (tetrahydrofuran). Conditions: time 3 hour. The product is Cl.C(#N)[C@@]1(C(N(CC1)C1=NC(=NC=C1)NC=1C=C(C=CC1)NS(=O)(=O)C)=O)CC (N-(3-((4-((3R)-3-cyano-3-ethyl-2-oxopyrrolidin-1-yl) pyrimidin-2-yl)amino)phenyl)methanesulfonamide hydrochloride). RXN SMILES: [C:1]([C@@:3]1([CH2:31][CH3:32])[CH2:7][CH2:6][N:5]([C:8]2[CH:13]=[CH:12][N:11]=[C:10]([NH:14][C:15]3[CH:16]=[C:17]([N:21](S(C)(=O)=O)[S:22]([CH3:25])(=[O:24])=[O:23])[CH:18]=[CH:19][CH:20]=3)[N:9]=2)[C:4]1=[O:30])#[N:2].[OH-].[Li+].[Cl-:35].[NH4+]>O1CCCC1>[ClH:35].[C:1]([C@@:3]1([CH2:31][CH3:32])[CH2:7][CH2:6][N:5]([C:8]2[CH:13]=[CH:12][N:11]=[C:10]([NH:14][C:15]3[CH:16]=[C:17]([NH:21][S:22]([CH3:25])(=[O:24])=[O:23])[CH:18]=[CH:19][CH:20]=3)[N:9]=2)[C:4]1=[O:30])#[N:2] |f:1.2,3.4,6.7|. Procedure details: To a solution of the crude N-(3-((4-((3R)-3-cyano-3-ethyl-2-oxopyrrolidin-1-yl)pyrimidin-2-yl)amino)phenyl)-N-(methylsulfonyl)methanesulfonamide (100 mg) in tetrahydrofuran (3.0 mL) was added 4 M aqueous lithium hydroxide solution (52 μL), and the mixture was stirred at room temperature for 3 hr. To the reaction mixture was added saturated aqueous ammonium chloride solution, and the mixture was extracted with ethyl acetate. The obtained organic layer was washed with saturated brine, and dried ov... Starting materials: COC(=O)c1[nH]cnc1CN(CCCl)Cc1ccccc1, CC#N. Product: COC(=O)c1ncn2c1CN(Cc1ccccc1)CC2. RXN SMILES: [CH2:1]([c:2]1[cH:3][cH:4][cH:5][cH:6][cH:7]1)[N:8]([CH2:9][CH2:10][Cl:11])[CH2:12][c:13]1[n:14][cH:15][nH:16][c:17]1[C:18](=[O:19])[O:20][CH3:21].[CH3:22][C:23]#[N:24]>>[CH2:1]([c:2]1[cH:3][cH:4][cH:5][cH:6][cH:7]1)[N:8]1[CH2:9][CH2:10][n:14]2[c:13]([c:17]([C:18](=[O:19])[O:20][CH3:21])[n:16][cH:15]2)[CH2:12]1.